This data is from the Open Reaction Database (ORD), a public repository of structured organic reaction records. The task is: describe an organic reaction: reactants, conditions, products, and yield Reactants: C(C)OC(=O)C1CCC(CC1)NC1=NC=CC(=N1)N1C=CC2=C(C=CC=C12)Br (4-[4-(4-bromoindol-1-yl)-pyrimidin-2-ylamino]-cyclohexane-carboxylic acid ethyl ester), O[Li].O (LiOH.H2O), C(CC(O)(C(=O)O)CC(=O)O)(=O)O (citric acid). Solvent: C1CCOC1 (THF), CCO (EtOH), O (H2O). Reaction conditions: time 8 hour. Product: BrC1=C2C=CN(C2=CC=C1)C1=NC(=NC=C1)NC1CCC(CC1)C(=O)O (4-[4-(4-bromoindol-1-yl)-pyrimidin-2-ylamino]-cyclo-hexanecarboxylic acid). The yield is 97.0%. RXN SMILES: C([O:3][C:4]([CH:6]1[CH2:11][CH2:10][CH:9]([NH:12][C:13]2[N:18]=[C:17]([N:19]3[C:27]4[C:22](=[C:23]([Br:28])[CH:24]=[CH:25][CH:26]=4)[CH:21]=[CH:20]3)[CH:16]=[CH:15][N:14]=2)[CH2:8][CH2:7]1)=[O:5])C.O[Li].O.C(O)(=O)CC(CC(O)=O)(C(O)=O)O>C1COCC1.CCO.O>[Br:28][C:23]1[CH:24]=[CH:25][CH:26]=[C:27]2[C:22]=1[CH:21]=[CH:20][N:19]2[C:17]1[CH:16]=[CH:15][N:14]=[C:13]([NH:12][CH:9]2[CH2:8][CH2:7][CH:6]([C:4]([OH:5])=[O:3])[CH2:11][CH2:10]2)[N:18]=1 |f:1.2|. Reported procedure: A mixture of 4-[4-(4-bromoindol-1-yl)-pyrimidin-2-ylamino]-cyclohexane-carboxylic acid ethyl ester (5.8 g) and LiOH.H2O (1.65 g) in THF (100 mL), EtOH (40 mL) and H2O (30 mL) was stirred at RT overnight. The reaction mixture was then acidified with citric acid (7.54 g in 20 mL H2O), and stirred at RT for 1 h. The precipitate was filtered, washed with water, then Et2O, and dried to provide 4-[4-(4-bromoindol-1-yl)-pyrimidin-2-ylamino]-cyclo-hexanecarboxylic acid (5.27 g, 97%) as a white powder.